From a dataset of the Open Reaction Database (ORD), a public repository of structured organic reaction records. describe an organic reaction: reactants, conditions, products, and yield Starting materials: O (water), BrC1=C(C=O)C=CC(=C1)C(F)(F)F (2-bromo-4-(trifluoromethyl)benzaldehyde), CC1(OB(OC1(C)C)C=1C=CC(=NC1)C(=O)NCCC(=O)OCC)C (ethyl 3-(5-(4,4,5,5-tetramethyl-1,3,2-dioxaborolan-2-yl)picolinamido)propanoate), C(=O)([O-])[O-].[K+].[K+] (K2CO3). Reagents/catalysts: C1=CC=C(C=C1)P([C-]2C=CC=C2)C3=CC=CC=C3.C1=CC=C(C=C1)P([C-]2C=CC=C2)C3=CC=CC=C3.Cl[Pd]Cl.[Fe+2] (Pd(dppf)Cl2). Solvent: O1CCOCC1 (1,4-dioxane), CCOC(=O)C (EtOAc). The product is C(=O)C1=C(C=C(C=C1)C(F)(F)F)C=1C=CC(=NC1)C(=O)NCCC(=O)OCC (ethyl 3-(5-(2-formyl-5-(trifluoromethyl)phenyl)picolinamido)propanoate). As a reaction SMILES: Br[C:2]1[CH:9]=[C:8]([C:10]([F:13])([F:12])[F:11])[CH:7]=[CH:6][C:3]=1[CH:4]=[O:5].CC1(C)C(C)(C)OB([C:22]2[CH:23]=[CH:24][C:25]([C:28]([NH:30][CH2:31][CH2:32][C:33]([O:35][CH2:36][CH3:37])=[O:34])=[O:29])=[N:26][CH:27]=2)O1.C([O-])([O-])=O.[K+].[K+].O>O1CCOCC1.CCOC(C)=O.C1C=CC(P(C2C=CC=CC=2)[C-]2C=CC=C2)=CC=1.C1C=CC(P(C2C=CC=CC=2)[C-]2C=CC=C2)=CC=1.Cl[Pd]Cl.[Fe+2]>[CH:4]([C:3]1[CH:6]=[CH:7][C:8]([C:10]([F:13])([F:12])[F:11])=[CH:9][C:2]=1[C:22]1[CH:23]=[CH:24][C:25]([C:28]([NH:30][CH2:31][CH2:32][C:33]([O:35][CH2:36][CH3:37])=[O:34])=[O:29])=[N:26][CH:27]=1)=[O:5] |f:2.3.4,8.9.10.11|. Reported procedure: 2-bromo-4-(trifluoromethyl)benzaldehyde (1.3 g, 5.1 mmol), ethyl 3-(5-(4,4,5,5-tetramethyl-1,3,2-dioxaborolan-2-yl)picolinamido)propanoate, prepared as in example 19, (2.7 g, 7.7 mmol), Pd(dppf)Cl2 (421 mg, 0.5 mmol), and K2CO3 (1.4 g, 10.3 mmol) were dissolved in 1,4-dioxane (40 mL) and water (10 mL) and the resulting mixture was heated to 80° C. After 16 h the resulting mixture was cooled to room temperature, diluted with EtOAc, washed with water and brine, dried (Na2SO4), and dry packed onto ... The reactants are C1(=CC=CC=C1)NN=C1C(C=CC=C1)S(=O)(=O)[O-].[Na+] (sodium 2-phenylhydrazonobenzenesulfonate). Reagents/catalysts: [C].[Pd] (palladium-carbon). Solvent: O (water). Product: C1(=CC=CC=C1)NNC1=C(C=CC=C1)S(=O)(=O)[O-].[Na+] (sodium 2-phenylhydrazinobenzenesulfonate). Yield: 86.0%. Reaction SMILES: [C:1]1([NH:7][N:8]=[C:9]2[CH:14]=[CH:13][CH:12]=[CH:11][CH:10]2[S:15]([O-:18])(=[O:17])=[O:16])[CH:6]=[CH:5][CH:4]=[CH:3][CH:2]=1.[Na+:19]>O.[C].[Pd]>[C:1]1([NH:7][NH:8][C:9]2[CH:14]=[CH:13][CH:12]=[CH:11][C:10]=2[S:15]([O-:18])(=[O:17])=[O:16])[CH:2]=[CH:3][CH:4]=[CH:5][CH:6]=1.[Na+:19] |f:0.1,3.4,5.6|. Procedure: 104 g of phenylhydrazine was dissolved in 800 ml of methanol, and a solution obtained by dissolving 56 g of sodium o-formylbenzenesulfonate in 200 ml of methanol was dropwise added thereto at room temperature. The resulting mixture was heated for 2 hours under reflux with stirring. After cooling, the crystal formed was separated by filtration and then washed with methanol to obtain 69 g of sodium 2-phenylhydrazonobenzenesulfonate (Intermediate A). 50 g of Intermediate A thus obtained was dissolv... Starting materials: [Al+3], CCOc1ccc(Cc2cc(C3OC(CO)(CO)C(OCc4ccccc4)C(OCc4ccccc4)C3OCc3ccccc3)ccc2Cl)cc1, C1CCOC1, [H-], [H-], [H-], [H-], [Li+]. Yields the product CCOc1ccc(Cc2cc(C3OC(C)(CO)C(OCc4ccccc4)C(OCc4ccccc4)C3OCc3ccccc3)ccc2Cl)cc1. RXN SMILES: [Al+3:53].[CH2:1]([c:2]1[cH:3][cH:4][cH:5][cH:6][cH:7]1)[O:8][CH:9]1[C:10]([CH2:48][OH:49])([CH2:50][OH:51])[O:11][CH:12]([c:31]2[cH:32][c:33]([CH2:38][c:39]3[cH:40][cH:41][c:42]([O:45][CH2:46][CH3:47])[cH:43][cH:44]3)[c:34]([Cl:37])[cH:35][cH:36]2)[CH:13]([O:23][CH2:24][c:25]2[cH:26][cH:27][cH:28][cH:29][cH:30]2)[CH:14]1[O:15][CH2:16][c:17]1[cH:18][cH:19][cH:20][cH:21][cH:22]1.[CH2:58]1[O:59][CH2:60][CH2:61][CH2:62]1.[H-:52].[H-:55].[H-:56].[H-:57].[Li+:54]>>[CH2:1]([c:2]1[cH:3][cH:4][cH:5][cH:6][cH:7]1)[O:8][CH:9]1[C:10]([CH2:48][OH:49])([CH3:50])[O:11][CH:12]([c:31]2[cH:32][c:33]([CH2:38][c:39]3[cH:40][cH:41][c:42]([O:45][CH2:46][CH3:47])[cH:43][cH:44]3)[c:34]([Cl:37])[cH:35][cH:36]2)[CH:13]([O:23][CH2:24][c:25]2[cH:26][cH:27][cH:28][cH:29][cH:30]2)[CH:14]1[O:15][CH2:16][c:17]1[cH:18][cH:19][cH:20][cH:21][cH:22]1. Starting materials: C1CCOC1, CCC(=O)C1CC(OOc2ccc(F)c(C)c2)=C(C=CC2CC(O[Si](c3ccccc3)(c3ccccc3)C(C)(C)C)CC(=O)O2)C(C)(C)C1. Yields the product CCC(=O)C1CC(OOc2ccc(F)c(C)c2)=C(C=CC2CC(O)CC(=O)O2)C(C)(C)C1. RXN SMILES: [CH2:50]1[O:51][CH2:52][CH2:53][CH2:54]1.[F:1][c:2]1[c:3]([CH3:49])[cH:4][c:5]([O:8][O:9][C:10]2=[C:11]([CH:22]=[CH:23][CH:24]3[CH2:25][CH:26]([O:31][Si:32]([C:33]([CH3:34])([CH3:35])[CH3:36])([c:37]4[cH:38][cH:39][cH:40][cH:41][cH:42]4)[c:43]4[cH:44][cH:45][cH:46][cH:47][cH:48]4)[CH2:27][C:28](=[O:30])[O:29]3)[C:12]([CH3:20])([CH3:21])[CH2:13][CH:14]([C:16](=[O:17])[CH2:18][CH3:19])[CH2:15]2)[cH:6][cH:7]1>>[F:1][c:2]1[c:3]([CH3:49])[cH:4][c:5]([O:8][O:9][C:10]2=[C:11]([CH:22]=[CH:23][CH:24]3[CH2:25][CH:26]([OH:31])[CH2:27][C:28](=[O:30])[O:29]3)[C:12]([CH3:20])([CH3:21])[CH2:13][CH:14]([C:16](=[O:17])[CH2:18][CH3:19])[CH2:15]2)[cH:6][cH:7]1. The reactants are OC[C@H]1O[C@H](CC1O)C1=NC(=C2C(=N1)NN=C2I)C ((2R,5R)-2-(hydroxymethyl)-5-(3-iodo-4-methylpyrazolo[3,4-d]pyrimidinyl)oxolan-3-ol), [OH-].[NH4+] (ammonium hydroxide). Product: NC1=C2C(=NC(=N1)[C@H]1CC([C@H](O1)CO)O)NN=C2I ((2R,5R)-5-(4-amino-3-iodopyrazolo[3,4-d]pyrimidinyl)-2-(hydroxymethyl)oxolan-3-ol). Reaction SMILES: [OH:1][CH2:2][C@@H:3]1[CH:7]([OH:8])[CH2:6][C@H:5]([C:9]2[N:14]=[C:13]3[NH:15][N:16]=[C:17]([I:18])[C:12]3=[C:11](C)[N:10]=2)[O:4]1.[OH-].[NH4+:21]>>[NH2:21][C:11]1[N:10]=[C:9]([C@@H:5]2[O:4][C@H:3]([CH2:2][OH:1])[CH:7]([OH:8])[CH2:6]2)[N:14]=[C:13]2[NH:15][N:16]=[C:17]([I:18])[C:12]=12 |f:1.2|. Procedure: Compound 8 (6.8 g, 17.35 mmol) was stirred in 200 mL of concentrated ammonium hydroxide (sealed container) at room temperature for 36 h. The mixture was evaporated and the residue was precipitated from acetonitrile-ether. The solid was filtered and dried: 5.36 g (82%) yield. NMR and spectral data on this compound is identical to